Dataset: the Open Reaction Database (ORD), a public repository of structured organic reaction records. Task: describe an organic reaction: reactants, conditions, products, and yield Starting materials: CC(=O)O[BH-](OC(C)=O)OC(C)=O, CN1CCNCC1, CC(=O)O, COC(OC)OC, O=C1CCC(n2cc(I)c3c(Cl)ncnc32)CC1, CC(Cl)Cl, [Na+]. The product is CN1CCN(C2CCC(n3cc(I)c4c(Cl)ncnc43)CC2)CC1. As a reaction SMILES: [C:37]([O:38][BH-:39]([O:40][C:41](=[O:42])[CH3:43])[O:44][C:45](=[O:46])[CH3:47])(=[O:48])[CH3:49].[CH3:19][N:20]1[CH2:21][CH2:22][NH:23][CH2:24][CH2:25]1.[CH3:26][C:27](=[O:28])[OH:29].[CH3:30][O:31][CH:32]([O:33][CH3:34])[O:35][CH3:36].[Cl:1][c:2]1[c:3]2[c:4]([n:5][cH:6][n:7]1)[n:8]([CH:12]1[CH2:13][CH2:14][C:15](=[O:18])[CH2:16][CH2:17]1)[cH:9][c:10]2[I:11].[Cl:51][CH:52]([Cl:53])[CH3:54].[Na+:50]>>[Cl:1][c:2]1[c:3]2[c:4]([n:5][cH:6][n:7]1)[n:8]([CH:12]1[CH2:13][CH2:14][CH:15]([N:23]3[CH2:22][CH2:21][N:20]([CH3:19])[CH2:25][CH2:24]3)[CH2:16][CH2:17]1)[cH:9][c:10]2[I:11]. Reactants: C(C)(C)(C)OC(=O)N1CC2C(CC1)(C1=C(O2)C=CC(=C1)SC1=CC=CC=C1)C (4a-methyl-6-(phenylsulfanyl)-1,2,3,4,4a,9a-hexahydro[1]benzofuro[2,3-c]pyridine-2-carboxylic acid tert-butyl ester), CO (methanol), O (water), OOS(=O)[O-].[K+] (Oxone), O1CCOCC1 (dioxane), Cl (HCl). Run in C(C)(=O)OCC (ethyl acetate). Reaction conditions: time 8 hour. Yields the product Cl.CC12C(CNCC1)OC1=C2C=C(C=C1)S(=O)(=O)C1=CC=CC=C1 (4a-Methyl-6-(phenylsulfonyl)-1,2,3,4,4a,9a-hexahydro[1]benzofuro[2,3-c]pyridine hydrochloride). As a reaction SMILES: C(O[C:6]([N:8]1C[CH2:12][C:11]2(C)[C:14]3[CH:20]=[C:19]([S:21][C:22]4[CH:27]=[CH:26][CH:25]=[CH:24][CH:23]=4)[CH:18]=[CH:17][C:15]=3O[CH:10]2[CH2:9]1)=O)(C)(C)C.[CH3:29][OH:30].[OH2:31].[OH:32]OS([O-])=O.[K+].O1CCOCC1.[ClH:44]>C(OCC)(=O)C>[ClH:44].[CH3:12][C:11]12[C:14]3[CH:20]=[C:19]([S:21]([C:22]4[CH:27]=[CH:26][CH:25]=[CH:24][CH:23]=4)(=[O:32])=[O:31])[CH:18]=[CH:17][C:15]=3[O:30][CH:29]1[CH2:6][NH:8][CH2:9][CH2:10]2 |f:3.4,8.9|. Procedure: To a solution of 4a-methyl-6-(phenylsulfanyl)-1,2,3,4,4a,9a-hexahydro[1]benzofuro[2,3-c]pyridine-2-carboxylic acid tert-butyl ester (0.327 g, 0.82 mmol) in methanol (10 mL, 0.2 mol) was added water (0.5 mL, 0.03 mol) and Oxone® (2.0 g, 0.0032 mol). The reaction was stirred overnight at room temperature. The reaction mixture was filtered and the filtrate concentrated. The residue was dissolved in DCM and washed with brine, dried, filtered and concentrated. The crude product was purified on a 12 g... Reactants: ClCCl, CC(C)OC(=O)Cl, OCCO, c1ccncc1. The product is CC(C)OC(=O)OCCO. As a reaction SMILES: [Cl:18][CH2:19][Cl:20].[Cl:1][C:2](=[O:3])[O:4][CH:5]([CH3:6])[CH3:7].[OH:14][CH2:15][CH2:16][OH:17].[cH:8]1[cH:9][cH:10][n:11][cH:12][cH:13]1>>[C:2](=[O:3])([O:4][CH:5]([CH3:6])[CH3:7])[O:14][CH2:15][CH2:16][OH:17]. The reactants are COCCN(C(=O)Nc1ccc(C(=O)OC)cc1Cl)c1c2ccccc2nn1-c1ccc(Cl)cc1, CCCCCCC, ClCCl, [Li+], [OH-]. The product is COCCN(C(=O)Nc1ccc(C(=O)O)cc1Cl)c1c2ccccc2nn1-c1ccc(Cl)cc1. RXN SMILES: [CH3:1][O:2][C:3]([c:4]1[cH:5][c:6]([Cl:34])[c:7]([NH:10][C:11](=[O:12])[N:13]([CH2:14][CH2:15][O:16][CH3:17])[c:18]2[n:19](-[c:27]3[cH:28][cH:29][c:30]([Cl:33])[cH:31][cH:32]3)[n:20][c:21]3[cH:22][cH:23][cH:24][cH:25][c:26]23)[cH:8][cH:9]1)=[O:35].[CH3:41][CH2:42][CH2:43][CH2:44][CH2:45][CH2:46][CH3:47].[Cl:38][CH2:39][Cl:40].[Li+:36].[OH-:37]>>[O:2]=[C:3]([c:4]1[cH:5][c:6]([Cl:34])[c:7]([NH:10][C:11](=[O:12])[N:13]([CH2:14][CH2:15][O:16][CH3:17])[c:18]2[n:19](-[c:27]3[cH:28][cH:29][c:30]([Cl:33])[cH:31][cH:32]3)[n:20][c:21]3[cH:22][cH:23][cH:24][cH:25][c:26]23)[cH:8][cH:9]1)[OH:35]. The reactants are ClC=1N=C(C2=C(N1)NC=C2)Cl (2,4-dichloro-7H-pyrrolo[2,3-d]pyrimidine), IC (iodomethane), [H-].[Na+] (sodium hydride), oil. Solvent: O1CCCC1 (tetrahydrofuran), [Cl-].[NH4+] (ammonium chloride), O (water). Run at temperature 0 celsius, time 25 minute. Yields the product ethyl acetate hexanes, ClC=1N=C(C2=C(N1)N(C=C2)C)Cl (2,4-dichloro-7-methyl-7H-pyrrolo[2,3-d]pyrimidine). Yield: 73.9%. Reaction SMILES: [Cl:1][C:2]1[N:3]=[C:4]([Cl:11])[C:5]2[CH:10]=[CH:9][NH:8][C:6]=2[N:7]=1.[H-].[Na+].I[CH3:15]>O1CCCC1.[Cl-].[NH4+].O>[Cl:1][C:2]1[N:3]=[C:4]([Cl:11])[C:5]2[CH:10]=[CH:9][N:8]([CH3:15])[C:6]=2[N:7]=1 |f:1.2,5.6|. Reported procedure: A solution of 2,4-dichloro-7H-pyrrolo[2,3-d]pyrimidine (3.00 g, 16.0 mmol) in anhydrous tetrahydrofuran (45 mL) was cooled to 0° C. and treated with a 60% dispersion of sodium hydride in mineral oil (0.83 g, 20.8 mmol). The reaction was stirred at 0° C. for 20-30 min. The reaction was then treated with iodomethane (3.65 g, 1.6 mL, 25.7 mmol), and the reaction stirred at room temperature overnight. The reaction was diluted with a saturated aqueous ammonium chloride solution (50 mL) and water (50 ... Starting materials: CN(CCNN)C (N-[2-(dimethylamino)ethyl]hydrazine), FC1=CC=C(C=2C(C=3C=C[N+](=CC3C(C21)=O)[O-])=O)OS(=O)(=O)C2=CC=C(C=C2)C (9-fluoro-6-(p-toluenesulfonyloxy)benzo[g]isoquinoline-5,10-dione-2-oxide), Example 21. Run in C1CCOC1 (THF), C1CCOC1 (THF), O (water). Reaction conditions: temperature 40 celsius, time 2 hour. The product is C1(=CC=C(C=C1)S(=O)(=O)OC1=C2C=3C(=NNC3C=C1)C=1C=[N+](C=CC1C2=O)[O-])C (5-(p-toluenesulfonyloxy)isoquino[8,7,6-cd]indazole-6(2H)-one-9-oxide). RXN SMILES: CN(C)[CH2:3][CH2:4][NH:5][NH2:6].F[C:9]1[C:22]2C(=O)[C:20]3[CH:19]=[N+:18]([O-:24])[CH:17]=C[C:15]=3[C:14](=[O:25])[C:13]=2[C:12]([O:26][S:27]([C:30]2[CH:35]=[CH:34][C:33]([CH3:36])=[CH:32][CH:31]=2)(=[O:29])=[O:28])=[CH:11][CH:10]=1>C1COCC1.O>[C:33]1([CH3:36])[CH:32]=[CH:31][C:30]([S:27]([O:26][C:12]2[CH:11]=[CH:10][C:9]3[NH:6][N:5]=[C:4]4[C:3]5[CH:17]=[N+:18]([O-:24])[CH:19]=[CH:20][C:15]=5[C:14](=[O:25])[C:13]=2[C:22]=34)(=[O:28])=[O:29])=[CH:35][CH:34]=1. Procedure: Under a nitrogen atmosphere a solution of N-[2-(dimethylamino)ethyl]hydrazine (0.805 g) in THF (10.75 mL) is added to a stirred suspension of 9-fluoro-6-(p-toluenesulfonyloxy)benzo[g]isoquinoline-5,10-dione-2-oxide of Preparative Example 21 (1.075 g) in THF (10.75 mL). After stirring for 2 h, the mixture is heated to 40° C. for 1 h. After cooling to room temperature the mixture is poured in water (150 mL) and the obtained suspension is stirred for 2 h. The precipitate is recovered by filtration ... Starting materials: S(O)(O)(=O)=O (sulphuric acid), solution, [F-].C(CCC)[N+](CCCC)(CCCC)CCCC (tetrabutylammonium fluoride), C(C)(C)(C)OC(=O)[C@H]1N([C@H](SC1)C1=CC(=CC=C1)OC)C(CNC(NC=1C=C(C(=O)OCC[Si](C)(C)C)C=CC1)=O)=O (2-trimethylsilylethyl (2R,4R)-3-{3-{2-[4-tert-butoxycarbonyl-2-(3-methoxyphenyl)-3-thiazolidinyl]-2-oxoethyl}ureido}benzoate). The solvent is [OH-].[Na+] (sodium hydroxide), O1CCCC1 (tetrahydrofuran), O1CCCC1 (tetrahydrofuran). Run at temperature 25 celsius, time 12 hour. Yields the product C(C)(C)(C)OC(=O)[C@H]1N([C@H](SC1)C1=CC(=CC=C1)OC)C(CNC(NC=1C=C(C(=O)O)C=CC1)=O)=O ((2R,4R)-3-{3-{2-[4-tert-butoxycarbonyl-2-(3-methoxyphenyl)-3-thiazolidinyl]-2-oxoethyl}ureido}benzoic acid). The yield is 42.1%. RXN SMILES: [F-].C([N+](CCCC)(CCCC)CCCC)CCC.[C:19]([O:23][C:24]([C@@H:26]1[CH2:30][S:29][C@H:28]([C:31]2[CH:36]=[CH:35][CH:34]=[C:33]([O:37][CH3:38])[CH:32]=2)[N:27]1[C:39](=[O:60])[CH2:40][NH:41][C:42](=[O:59])[NH:43][C:44]1[CH:45]=[C:46]([CH:56]=[CH:57][CH:58]=1)[C:47]([O:49]CC[Si](C)(C)C)=[O:48])=[O:25])([CH3:22])([CH3:21])[CH3:20].S(=O)(=O)(O)O>O1CCCC1.[OH-].[Na+]>[C:19]([O:23][C:24]([C@@H:26]1[CH2:30][S:29][C@H:28]([C:31]2[CH:36]=[CH:35][CH:34]=[C:33]([O:37][CH3:38])[CH:32]=2)[N:27]1[C:39](=[O:60])[CH2:40][NH:41][C:42](=[O:59])[NH:43][C:44]1[CH:45]=[C:46]([CH:56]=[CH:57][CH:58]=1)[C:47]([OH:49])=[O:48])=[O:25])([CH3:22])([CH3:20])[CH3:21] |f:0.1,5.6|. Procedure: At a temperature in the vicinity of 25° C., 13.7 cm3 of a 1M solution of tetrabutylammonium fluoride in tetrahydrofuran are added to a solution of 4.2 g of 2-trimethylsilylethyl (2R,4R)-3-{3-{2-[4-tert-butoxycarbonyl-2-(3-methoxyphenyl)-3-thiazolidinyl]-2-oxoethyl}ureido}benzoate in 80 cm3 of tetrahydrofuran. The reaction mixture is stirred for 12 hours at a temperature in the vicinity of 25° C., then acidified with 15 cm3 of a 1N aqueous sulphuric acid solution. After extraction with 3 times 50...